Dataset: the Open Reaction Database (ORD), a public repository of structured organic reaction records. Task: describe an organic reaction: reactants, conditions, products, and yield Starting materials: ClC1=CC=C(C=C1)S(=O)(=O)N[C@@H]1[C@@H](CCC1)C(=O)N (cis-2-(4-chlorobenzenesulfonylamino)-cyclopentanecarboxylic acid amide), BrCC1=CC=C(C(=O)OC)C=C1 (methyl 4-(bromomethyl)benzoate). The product is COC(C1=CC=C(C=C1)CN(S(=O)(=O)C1=CC=C(C=C1)Cl)[C@H]1[C@H](CCC1)C(N)=O)=O (cis-4-[[(2-Carbamoyl-cyclopentyl)-(4-chlorobenzenesulfonyl)-amino]-methyl]-benzoic acid methyl ester). Yield: 43.0%. As a reaction SMILES: [Cl:1][C:2]1[CH:7]=[CH:6][C:5]([S:8]([NH:11][C@H:12]2[CH2:16][CH2:15][CH2:14][C@H:13]2[C:17]([NH2:19])=[O:18])(=[O:10])=[O:9])=[CH:4][CH:3]=1.Br[CH2:21][C:22]1[CH:31]=[CH:30][C:25]([C:26]([O:28][CH3:29])=[O:27])=[CH:24][CH:23]=1>>[CH3:29][O:28][C:26](=[O:27])[C:25]1[CH:30]=[CH:31][C:22]([CH2:21][N:11]([C@@H:12]2[CH2:16][CH2:15][CH2:14][C@@H:13]2[C:17](=[O:18])[NH2:19])[S:8]([C:5]2[CH:6]=[CH:7][C:2]([Cl:1])=[CH:3][CH:4]=2)(=[O:9])=[O:10])=[CH:23][CH:24]=1. Procedure: The titled compound (161 mg) was prepared in 43% yield from cis-2-(4-chlorobenzenesulfonylamino)-cyclopentanecarboxylic acid amide (250 mg, 0.83 mmol) and methyl 4-(bromomethyl)benzoate according to the N-alkylation procedure described in Example 11: 1H NMR (DMSO-d6) δ 7.82 (d, 2 H, J=8.0 Hz), 7.75 (d, 2 H, J=8.0 Hz), 7.58 (d, 2 H, J=8.0 Hz), 7.33 (d, 2 H, J=8.0 Hz), 7.02 (s br, 1 H), 6.75 (s br, 1 H), 4.67 (AB2,2 H,Δv=20,Jab=24 Hz), 4.33 (m, 1 H), 3.84 (s, 3 H), 2.84 (m, 1 H), 1.73 (m, 4 H), 1.... Reactants: NC=1C=C2C(N(C(C2=CC1[N+](=O)[O-])=O)CCCN1CCCC1)=O (5-amino-6-nitro-2-(3-(pyrrolidin-1-yl)propyl)isoindoline-1,3-dione), IC1=CC=NC(=C1C=O)OC (4-iodo-2-methoxynicotinaldehyde). Reagents/catalysts: [Pd] (Pd/C). Solvent: CO.CC(=O)O (MeOH AcOH). Conditions: temperature 80 celsius, time 5 hour. Product: NC=1C=C2C(N(C(C2=CC1N)=O)CCCN1CCCC1)=O (5,6-diamino-2-(3-(pyrrolidin-1-yl)propyl)isoindoline-1,3-dione). As a reaction SMILES: [NH2:1][C:2]1[CH:3]=[C:4]2[C:8](=[CH:9][C:10]=1[N+:11]([O-])=O)[C:7](=[O:14])[N:6]([CH2:15][CH2:16][CH2:17][N:18]1[CH2:22][CH2:21][CH2:20][CH2:19]1)[C:5]2=[O:23].IC1C(C=O)=C(OC)N=CC=1>CO.CC(O)=O.[Pd]>[NH2:1][C:2]1[CH:3]=[C:4]2[C:8](=[CH:9][C:10]=1[NH2:11])[C:7](=[O:14])[N:6]([CH2:15][CH2:16][CH2:17][N:18]1[CH2:22][CH2:21][CH2:20][CH2:19]1)[C:5]2=[O:23] |f:2.3|. Reported procedure: Pd/C (250 mg) was added to a solution of crude 5-amino-6-nitro-2-(3-(pyrrolidin-1-yl)propyl)isoindoline-1,3-dione in MeOH/AcOH (100 mL/5 mL) and hydrogenated for 5 h. The mixture was filtered through Celite and the filtrate was treated with 4-iodo-2-methoxynicotinaldehyde (3.2 g, 12.07 mmol) and stirred at ambient temperature open to air for 12 h and at 80° C. for 5 h. The reaction mixture was cooled to ambient temperature and concentrated in vacuo to dryness. Purification by flash chromatograph... The product is C(C)(C)C=1C=C2C(=NN(C2=CC1)C)[Sn](CCCC)(CCCC)CCCC (5-isopropyl-1-methyl-3-(tributylstannyl)-1H-indazole). Run at temperature -16 celsius, time 20 minute. The solvent is C1CCOC1 (THF). Reactants: IC1=NN(C2=CC=C(C=C12)C(C)C)C (3-iodo-5-isopropyl-1-methyl-1H-indazole), C(C)(C)[Mg]Cl (i-PrMgCl), C(CCC)[Sn](Cl)(CCCC)CCCC (Tributylchlorostannane). Procedure: To a stirred solution of 3-iodo-5-isopropyl-1-methyl-1H-indazole (0.3 g, crude) in 100 mL of dry THF at −16° C. under nitrogen was added i-PrMgCl (0.69 mL, 1.38 mmol, 2M in THF) drop-wise. Then the mixture was stirred at −16° C. for 20 minutes. Tributylchlorostannane (0.39 g, 1.2 mmol) was added slowly and the mixture was stirred at room temperature for 2.5 hours. The solution was quenched by 40 mL of water, extracted with ethyl acetate (2×100 mL), washed with water (2×50 mL), brine (50 mL) and ... RXN SMILES: I[C:2]1[C:10]2[C:5](=[CH:6][CH:7]=[C:8]([CH:11]([CH3:13])[CH3:12])[CH:9]=2)[N:4]([CH3:14])[N:3]=1.C([Mg]Cl)(C)C.[CH2:20]([Sn:24]([CH2:30][CH2:31][CH2:32][CH3:33])([CH2:26][CH2:27][CH2:28][CH3:29])Cl)[CH2:21][CH2:22][CH3:23]>C1COCC1>[CH:11]([C:8]1[CH:9]=[C:10]2[C:5](=[CH:6][CH:7]=1)[N:4]([CH3:14])[N:3]=[C:2]2[Sn:24]([CH2:26][CH2:27][CH2:28][CH3:29])([CH2:30][CH2:31][CH2:32][CH3:33])[CH2:20][CH2:21][CH2:22][CH3:23])([CH3:13])[CH3:12].